Dataset: the Open Reaction Database (ORD), a public repository of structured organic reaction records. Task: describe an organic reaction: reactants, conditions, products, and yield The reactants are C(C)OC(CC1=C(C=CC2=CC(=CC=C12)OS(=O)(=O)C(F)(F)F)Cl)=O ((2-Chloro-6-trifluoromethanesulfonyloxy-naphthalen-1-yl)-acetic acid ethyl ester), CN(C)C=O (DMF). The reagents and catalysts are C1(=CC=CC=C1)P(C1=CC=CC=C1)C1=CC=CC=C1.C1(=CC=CC=C1)P(C1=CC=CC=C1)C1=CC=CC=C1.C1(=CC=CC=C1)P(C1=CC=CC=C1)C1=CC=CC=C1.C1(=CC=CC=C1)P(C1=CC=CC=C1)C1=CC=CC=C1.[Pd] (palladium(0) tetrakis(triphenylphosphane)), [C-]#N.[Zn+2].[C-]#N (zinc(II) cyanide). Run at temperature 125 celsius, time 1 hour. Yields the product C(C)OC(CC1=C(C=CC2=CC(=CC=C12)C#N)Cl)=O ((2-Chloro-6-cyano-naphthalen-1-yl)-acetic acid ethyl ester). Reaction SMILES: [CH2:1]([O:3][C:4](=[O:25])[CH2:5][C:6]1[C:15]2[C:10](=[CH:11][C:12](OS(C(F)(F)F)(=O)=O)=[CH:13][CH:14]=2)[CH:9]=[CH:8][C:7]=1[Cl:24])[CH3:2].[CH3:26][N:27](C=O)C>C1(P(C2C=CC=CC=2)C2C=CC=CC=2)C=CC=CC=1.C1(P(C2C=CC=CC=2)C2C=CC=CC=2)C=CC=CC=1.C1(P(C2C=CC=CC=2)C2C=CC=CC=2)C=CC=CC=1.C1(P(C2C=CC=CC=2)C2C=CC=CC=2)C=CC=CC=1.[Pd].[C-]#N.[Zn+2].[C-]#N>[CH2:1]([O:3][C:4](=[O:25])[CH2:5][C:6]1[C:15]2[C:10](=[CH:11][C:12]([C:26]#[N:27])=[CH:13][CH:14]=2)[CH:9]=[CH:8][C:7]=1[Cl:24])[CH3:2] |f:2.3.4.5.6,7.8.9|. Procedure details: (2-Chloro-6-trifluoromethanesulfonyloxy-naphthalen-1-yl)-acetic acid ethyl ester (3.59 g, 9.04 mmol) is dissolved in DMF (30 ml) under an atmosphere of argon. After addition of palladium(0) tetrakis(triphenylphosphane) (418 mg, 0.36 mmol) and zinc(II) cyanide (2.12 g, 18.09 mmol), the reaction mixture is heated to 125° C. After 1 h, TLC analysis indicates complete consumption of starting material. The suspension is cooled to RT and poured onto water. Extraction with EtOAc is followed by washing ... Starting materials: COC(CC1=CC=C(C=C1)CNCCCN1C2=NC(=NC(=C2NC1=O)N)OCCCC)=O (Methyl[4-({[3-(6-amino-2-butoxy-8-oxo-7,8-dihydro-9H-purin-9-yl)propyl]amino}methyl)phenyl]acetate), ClCC(=O)Cl (Chloroacetyl chloride), CC#N (MeCN). Conditions: time 4 hour. Yields the product COC(CC1=CC=C(C=C1)CN(C(CN1CCN(CC1)C)=O)CCCN1C2=NC(=NC(=C2NC1=O)N)OCCCC)=O (Methyl[4-({[3-(6-amino-2-butoxy-8-oxo-7,8-dihydro-9H-purin-9-yl)propyl][(4-methylpiperazin-1-yl)acetyl]amino}methyl)phenyl]acetate). RXN SMILES: [CH3:1][O:2][C:3](=[O:32])[CH2:4][C:5]1[CH:10]=[CH:9][C:8]([CH2:11][NH:12][CH2:13][CH2:14][CH2:15][N:16]2[C:24](=[O:25])[NH:23][C:22]3[C:17]2=[N:18][C:19]([O:27][CH2:28][CH2:29][CH2:30][CH3:31])=[N:20][C:21]=3[NH2:26])=[CH:7][CH:6]=1.Cl[CH2:34][C:35](Cl)=[O:36].[CH3:38][C:39]#[N:40]>>[CH3:1][O:2][C:3](=[O:32])[CH2:4][C:5]1[CH:10]=[CH:9][C:8]([CH2:11][N:12]([CH2:13][CH2:14][CH2:15][N:16]2[C:24](=[O:25])[NH:23][C:22]3[C:17]2=[N:18][C:19]([O:27][CH2:28][CH2:29][CH2:30][CH3:31])=[N:20][C:21]=3[NH2:26])[C:35](=[O:36])[CH2:34][N:40]2[CH2:8][CH2:11][N:12]([CH3:13])[CH2:38][CH2:39]2)=[CH:7][CH:6]=1. Reported procedure: The product from step (ix) (200 mg) was suspended in MeCN. Chloroacetyl chloride (0.02 ml) added and the mixture stirred at rt for 4 h. The mixture was concentrated under reduced pressure, piperazine (0.02 ml) in DMSO (1 ml) was added and the mixture heated at 60° C. for 24 h. The mixture was purified by RPHPLC. Yield 80 mg. Starting materials: C(C)(C)(C)OC(NC1=C(C=CC=C1)NC(=O)C1=CC2=C(S1)C=CC(=C2)O)=O ({2-[(5-Hydroxy-benzo[b]thiophene-2-carbonyl)-amino]-phenyl}-carbamic acid tert-butyl ester), C([O-])([O-])=O.[K+].[K+] (potassium carbonate), ClCC(=O)OC(C)(C)C (tert-butyl chloroacetate), [Cl-].[NH4+] (ammonium chloride). The solvent is C(C)(=O)OCC (ethyl acetate). Yields the product C(C)(C)(C)OC(COC1=CC2=C(SC(=C2)C(NC2=C(C=CC=C2)NC(=O)OC(C)(C)C)=O)C=C1)=O ([2-(2-tert-Butoxycarbonylamino-phenylcarbamoyl)-benzo[b]thiophen-5-yloxy]-acetic acid tert-butyl ester). The yield is 45.6%. Reaction SMILES: [C:1]([O:5][C:6](=[O:27])[NH:7][C:8]1[CH:13]=[CH:12][CH:11]=[CH:10][C:9]=1[NH:14][C:15]([C:17]1[S:21][C:20]2[CH:22]=[CH:23][C:24]([OH:26])=[CH:25][C:19]=2[CH:18]=1)=[O:16])([CH3:4])([CH3:3])[CH3:2].C(=O)([O-])[O-].[K+].[K+].Cl[CH2:35][C:36]([O:38][C:39]([CH3:42])([CH3:41])[CH3:40])=[O:37].[Cl-].[NH4+]>C(OCC)(=O)C>[C:39]([O:38][C:36](=[O:37])[CH2:35][O:26][C:24]1[CH:23]=[CH:22][C:20]2[S:21][C:17]([C:15](=[O:16])[NH:14][C:9]3[CH:10]=[CH:11][CH:12]=[CH:13][C:8]=3[NH:7][C:6]([O:5][C:1]([CH3:4])([CH3:2])[CH3:3])=[O:27])=[CH:18][C:19]=2[CH:25]=1)([CH3:42])([CH3:41])[CH3:40] |f:1.2.3,5.6|. Procedure details: To a solution of 96 mg (0.25 mmol) {2-[(5-Hydroxy-benzo[b]thiophene-2-carbonyl)-amino]-phenyl}-carbamic acid tert-butyl ester (4) in 3 ml ethyl acetate was added 140 mg potassium carbonate and 60 mg (0.40 mmol) tert-butyl chloroacetate. The reaction mixture was heated at reflux for 16 h and poured into a saturated aqueous solution of ammonium chloride. The aqueous phase was extracted with ethyl acetate and the organic phase was dried over sodium sulfate, the solvent was evaporated and the residu... Starting materials: FC1=CC(=C(C(=O)O)C=C1F)[N+](=O)[O-] (4,5-difluoro-2-nitrobenzoic acid), OS(=O)(=O)O (H2SO4), CO (MeOH). Yields the product FC1=CC(=C(C(=O)OC)C=C1F)[N+](=O)[O-] (methyl 4,5-difluoro-2-nitrobenzoate). Reaction SMILES: [F:1][C:2]1[C:10]([F:11])=[CH:9][C:5]([C:6]([OH:8])=[O:7])=[C:4]([N+:12]([O-:14])=[O:13])[CH:3]=1.OS(O)(=O)=O.[CH3:20]O>>[F:1][C:2]1[C:10]([F:11])=[CH:9][C:5]([C:6]([O:8][CH3:20])=[O:7])=[C:4]([N+:12]([O-:14])=[O:13])[CH:3]=1. Procedure: To a solution of 4,5-difluoro-2-nitrobenzoic acid 1a (40.0 g, 196.947 mmol) in anhydrous MeOH (1.0 L), was added concentrated H2SO4 (60.0 mL) and the clear mixture was refluxed for 2 days. Then methanol was removed in vacuo and the residue was partitioned between EtOAc and water. The EtOAc extract was washed with brine, dried over with anhydrous. Na2SO4, and concentrated to yield the methyl 4,5-difluoro-2-nitrobenzoate 1b as a pale yellow solid, 39.71 g (93%). The reactants are C1(=CC=CC=C1)C1=CC=C(C=C1)O (4-phenylphenol), COC(=O)C1=NC(=CC=C1)CBr (6-bromomethyl-pyridine-2-carboxylic acid methyl ester), COC(=O)C1=NC(=CC=C1)CBr (6-bromomethyl-pyridine-2-carboxylic acid methyl ester). Product: C1(=CC=C(C=C1)OCC1=CC=CC(=N1)C(=O)O)C1=CC=CC=C1 (6-(Biphenyl-4-yloxymethyl)-pyridine-2-carboxylic acid). As a reaction SMILES: [C:1]1([C:7]2[CH:12]=[CH:11][C:10]([OH:13])=[CH:9][CH:8]=2)[CH:6]=[CH:5][CH:4]=[CH:3][CH:2]=1.C[O:15][C:16]([C:18]1[CH:23]=[CH:22][CH:21]=[C:20]([CH2:24]Br)[N:19]=1)=[O:17]>>[C:7]1([C:1]2[CH:2]=[CH:3][CH:4]=[CH:5][CH:6]=2)[CH:8]=[CH:9][C:10]([O:13][CH2:24][C:20]2[N:19]=[C:18]([C:16]([OH:17])=[O:15])[CH:23]=[CH:22][CH:21]=2)=[CH:11][CH:12]=1. Procedure: 6-(Biphenyl-4-yloxymethyl)-pyridine-2-carboxylic acid was prepared using general procedure B from 4-phenylphenol (available from Aldrich, Milwaukee, Wis.) and 6-bromomethyl-pyridine-2-carboxylic acid methyl ester (intermediate 2). Yield: 68 mg. Mass spectrum (ES) MH+=306. The reactants are FC1=C(C=CC(=C1)OC)C1=CC(=C(C=C1)N)C (2′-fluoro-4′-methoxy-3-methylbiphenyl-4-amine), N(=O)OCCC(C)C (3-methylbutyl nitrite), II (iodine). Solvent: C(Cl)(Cl)Cl (chloroform). Product: COC1=CC(=C(C=C1)C1=CC(=C(C=C1)I)C)F (2-fluoro-4′-iodo-3′-methylbiphenyl-4-yl Methyl Ether). RXN SMILES: [F:1][C:2]1[CH:7]=[C:6]([O:8][CH3:9])[CH:5]=[CH:4][C:3]=1[C:10]1[CH:15]=[CH:14][C:13](N)=[C:12]([CH3:17])[CH:11]=1.N(OCCC(C)C)=O.[I:26]I>C(Cl)(Cl)Cl>[CH3:9][O:8][C:6]1[CH:5]=[CH:4][C:3]([C:10]2[CH:15]=[CH:14][C:13]([I:26])=[C:12]([CH3:17])[CH:11]=2)=[C:2]([F:1])[CH:7]=1. Procedure details: 2′-fluoro-4′-methoxy-3-methylbiphenyl-4-amine (190 mg, 0.822 mmol), 3-methylbutyl nitrite (144.4 mg, 1.233 mmol), iodine (251 mg, 0.986 mmol) and chloroform (7 ml) were refluxed in an oil bath for 3.5 hours then allowed to cooled to ambient overnight. Reaction crude was purified by flash chromatography (SiO2, Biotage 40+M cartridge) eluted with a EtOAc/hexanes gradient mixture. Related fractions were pooled and concentrated in vacuo to afford the title compound. LCMS was showing the solid to be ... Reactants: FC1=C(C=C(C(=C1)OC)F)CCC(=O)OCC (Ethyl 3-(2,5-difluoro-4-methoxyphenyl)propanoate), B(Br)(Br)Br (boron tribromide). Run in ClCCl (dichloromethane). Conditions: temperature 0 celsius, time 30 minute. Yields the product FC1=C(C=C(C(=C1)O)F)CCC(=O)OCC (Ethyl 3-(2,5-difluoro-4-hydroxyphenyl)propanoate). Yield: 79.7%. As a reaction SMILES: [F:1][C:2]1[CH:7]=[C:6]([O:8]C)[C:5]([F:10])=[CH:4][C:3]=1[CH2:11][CH2:12][C:13]([O:15][CH2:16][CH3:17])=[O:14].B(Br)(Br)Br>ClCCl>[F:1][C:2]1[CH:7]=[C:6]([OH:8])[C:5]([F:10])=[CH:4][C:3]=1[CH2:11][CH2:12][C:13]([O:15][CH2:16][CH3:17])=[O:14]. Procedure: To a 25 mL RB flask fitted with magnetic stirrer was charged with 3 mL of dichloromethane. To the stirred solvent was added Ethyl 3-(2,5-difluoro-4-methoxyphenyl)propanoate (0.08 g, 0.327 mmol). The reaction mixture was cooled to 0° C. and boron tribromide (0.04 mL, 0.425 mmol) was added drop wise. After stirred for 30 minutes, the reaction mixture was quenched with ethanol (1 mL) at 0° C. by slow addition. The reaction mixture was concentrated to distill off the solvent; ethyl acetate (10 mL) w... Starting materials: C1CCOC1 (THF), BrC=1C=C(C#N)C=CC1C=O (3-Bromo-4-formyl-benzonitrile), C(=O)O (Formic acid), [Na+].C1(=CC=CC=C1)S(=O)[O-] (benzenesulfinic acid sodium salt), C(C)(C)(C)NC([O-])=O (tert-butylcarbamate). The solvent is O (Water), O (water). Conditions: time 6 day. Product: C(C)(C)(C)OC(NC(C1=C(C=C(C=C1)C#N)Br)S(=O)(=O)C1=CC=CC=C1)=O ([Benzenesulfonyl-(2-bromo-4-cyano-phenyl)-methyl]-carbamic acid tert-butyl ester). RXN SMILES: [Br:1][C:2]1[CH:3]=[C:4]([CH:7]=[CH:8][C:9]=1[CH:10]=O)[C:5]#[N:6].[Na+].[C:13]1([S:19]([O-:21])=[O:20])[CH:18]=[CH:17][CH:16]=[CH:15][CH:14]=1.C([NH:26][C:27](=[O:29])[O-:28])(C)(C)C.[CH:30](O)=O.[CH2:33]1[CH2:37]OC[CH2:34]1>O>[C:33]([O:28][C:27](=[O:29])[NH:26][CH:10]([S:19]([C:13]1[CH:18]=[CH:17][CH:16]=[CH:15][CH:14]=1)(=[O:21])=[O:20])[C:9]1[CH:8]=[CH:7][C:4]([C:5]#[N:6])=[CH:3][C:2]=1[Br:1])([CH3:34])([CH3:37])[CH3:30] |f:1.2|. Procedure details: 3-Bromo-4-formyl-benzonitrile (20.5 g, 97.7 mmol), benzenesulfinic acid sodium salt (16.03 g, 97.6 mmol) and tert-butylcarbamate (11.4 g, 97.7 mmol) are suspended in water (312 mL) and THF (78 mL). Formic acid (28.8 g, 625 mmol) is added and the solution is stirred at room temperature for 6 days. Water (300 mL) is added and the precipitate is filtered off, washed with water and dried. The crude product is further purified by precipitation from tert-butylmethylether. Yield: 26.8 g; ESI mass spect...